The task is: describe an organic reaction: reactants, conditions, products, and yield. This data is from the Open Reaction Database (ORD), a public repository of structured organic reaction records. Reactants: C(C)(C)(C)[Li] (tert-butyllithium), CCCCC (pentane), C(=O)C1=CCCC1 (1-formyl-cyclopent-1-ene), C1(=CC=CC=C1)SC (thioanisol). The solvent is C1CCOC1 (THF), C1CCOC1 (THF), CN(C)P(=O)(N(C)C)N(C)C (HMPA). Conditions: time 45 minute. Product: C1(=CCCC1)C(CSC1=CC=CC=C1)O (1-(Cyclopent-1-enyl)-2-phenylthioethanol). RXN SMILES: [C:1]1([S:7][CH3:8])[CH:6]=[CH:5][CH:4]=[CH:3][CH:2]=1.C([Li])(C)(C)C.CCCCC.[CH:19]([C:21]1[CH2:25][CH2:24][CH2:23][CH:22]=1)=[O:20]>C1COCC1.CN(P(N(C)C)(N(C)C)=O)C>[C:21]1([CH:19]([OH:20])[CH2:8][S:7][C:1]2[CH:6]=[CH:5][CH:4]=[CH:3][CH:2]=2)[CH2:25][CH2:24][CH2:23][CH:22]=1. Procedure: To a solution of thioanisol (3.73 g, 30 mmol) in a mixture of dry THF (50mL) and HMPA (14 mL) is added dropwise a solution of tert-butyllithium in pentane (30 mmol) at -78° C. over a period of 10 minutes. The resulting yellow-orange mixture is stirred at ambient temperature for an additional 45 minutes. A solution of 1-formyl-cyclopent-1-ene (2.88 g, 30 mmol) in dry THF (10 mL) is then added slowly. After stirring for 5 minutes, the reaction mixture is quenched with saturated ammonium chloride (... The reactants are CC(C)(C)[Si](C)(C)Cl, ClCCl, CCOCC, COCOC1CC2=NOCC2C(O)C1OC(=O)OC, c1c[nH]cn1. The product is COCOC1CC2=NOCC2C(O[Si](C)(C)C(C)(C)C)C1OC(=O)OC. Reaction SMILES: [C:25]([CH3:26])([CH3:27])([CH3:28])[Si:29]([CH3:30])([CH3:31])[Cl:32].[CH2:33]([Cl:34])[Cl:35].[CH3:36][CH2:37][O:38][CH2:39][CH3:40].[OH:1][CH:2]1[CH:3]([O:15][C:16](=[O:17])[O:18][CH3:19])[CH:4]([O:11][CH2:12][O:13][CH3:14])[CH2:5][C:6]2=[N:10][O:9][CH2:8][CH:7]12.[nH:20]1[cH:21][cH:22][n:23][cH:24]1>>[O:1]([CH:2]1[CH:3]([O:15][C:16](=[O:17])[O:18][CH3:19])[CH:4]([O:11][CH2:12][O:13][CH3:14])[CH2:5][C:6]2=[N:10][O:9][CH2:8][CH:7]12)[Si:29]([C:25]([CH3:26])([CH3:27])[CH3:28])([CH3:30])[CH3:31]. Reactants: COC(=O)c1ncc2cncn2c1Nc1ccc(I)cc1F, C[Sn+](C)C, ClCCCl, [OH-]. Product: O=C(O)c1ncc2cncn2c1Nc1ccc(I)cc1F. As a reaction SMILES: [CH3:1][O:2][C:3](=[O:4])[c:5]1[n:6][cH:7][c:8]2[n:9]([c:10]1[NH:11][c:12]1[c:13]([F:19])[cH:14][c:15]([I:18])[cH:16][cH:17]1)[cH:20][n:21][cH:22]2.[CH3:24][Sn+:25]([CH3:26])[CH3:27].[Cl:28][CH2:29][CH2:30][Cl:31].[OH-:23]>>[O:2]=[C:3]([OH:4])[c:5]1[n:6][cH:7][c:8]2[n:9]([c:10]1[NH:11][c:12]1[c:13]([F:19])[cH:14][c:15]([I:18])[cH:16][cH:17]1)[cH:20][n:21][cH:22]2. The reactants are Cl.Cl.NC1=C(C=C(OC=2C=CC3=C(N(C(=N3)COC3=CC=C(CC4C(NC(S4)=O)=O)C=C3)C)C2)C=C1C)C (5-{4-[6-(4-amino-3,5-dimethylphenoxy)-1-methyl-1H-benzimidazol-2-ylmethoxy]benzyl}thiazolidine-2,4-dione dihydrochloride), C(C)(=O)OC(C)=O (acetic anhydride), N1=CC=CC=C1 (pyridine). Reagents/catalysts: CN(C)C1=CC=NC=C1 (4-(N,N-dimethylamino)pyridine). The solvent is O1CCCC1 (tetrahydrofuran). Run at time 21 hour. The product is Cl.C(C)(=O)NC1=C(C=C(OC=2C=CC3=C(N(C(=N3)COC3=CC=C(CC4C(NC(S4)=O)=O)C=C3)C)C2)C=C1C)C (5-{4-[6-(4-Acetylamino-3,5-dimethylphenoxy)-1-methyl-1H-benzimidazol-2-ylmethoxy]benzyl}thiazolidine-2,4-dione hydrochloride). Isolated yield 62.0%. RXN SMILES: [ClH:1].Cl.[NH2:3][C:4]1[C:36]([CH3:37])=[CH:35][C:7]([O:8][C:9]2[CH:10]=[CH:11][C:12]3[N:16]=[C:15]([CH2:17][O:18][C:19]4[CH:32]=[CH:31][C:22]([CH2:23][CH:24]5[S:28][C:27](=[O:29])[NH:26][C:25]5=[O:30])=[CH:21][CH:20]=4)[N:14]([CH3:33])[C:13]=3[CH:34]=2)=[CH:6][C:5]=1[CH3:38].[C:39](OC(=O)C)(=[O:41])[CH3:40].N1C=CC=CC=1>CN(C1C=CN=CC=1)C.O1CCCC1>[ClH:1].[C:39]([NH:3][C:4]1[C:5]([CH3:38])=[CH:6][C:7]([O:8][C:9]2[CH:10]=[CH:11][C:12]3[N:16]=[C:15]([CH2:17][O:18][C:19]4[CH:20]=[CH:21][C:22]([CH2:23][CH:24]5[S:28][C:27](=[O:29])[NH:26][C:25]5=[O:30])=[CH:31][CH:32]=4)[N:14]([CH3:33])[C:13]=3[CH:34]=2)=[CH:35][C:36]=1[CH3:37])(=[O:41])[CH3:40] |f:0.1.2,7.8|. Reported procedure: A mixture of 155 mg of 5-{4-[6-(4-amino-3,5-dimethylphenoxy)-1-methyl-1H-benzimidazol-2-ylmethoxy]benzyl}thiazolidine-2,4-dione dihydrochloride, 36 mg of acetic anhydride, 107 mg of pyridine, 7.3 mg of 4-(N,N-dimethylamino)pyridine and 5 ml of anhydrous tetrahydrofuran was heated under reflux for 2 hours. The reaction mixture was concentrated by evaporation. Water was added to the concentrate, followed by extraction with ethyl acetate. The extract was dried over anhydrous sodium sulfate and the ...